Dataset: the Open Reaction Database (ORD), a public repository of structured organic reaction records. Task: describe an organic reaction: reactants, conditions, products, and yield The reactants are ClCCl, CNC(=O)c1cc(=O)n(CCN2CCC(N(Cc3ccc4c(c3)OCCO4)C(=O)OC(C)(C)C)CC2)c2cc(OC)ccc12, O=C(O)C(F)(F)F. Yields the product CNC(=O)c1cc(=O)n(CCN2CCC(NCc3ccc4c(c3)OCCO4)CC2)c2cc(OC)ccc12. Reaction SMILES: [Cl:52][CH2:53][Cl:54].[O:1]1[CH2:2][CH2:3][O:4][c:5]2[c:6]1[cH:7][cH:8][c:9]([CH2:11][N:12]([C:13](=[O:14])[O:15][C:16]([CH3:17])([CH3:18])[CH3:19])[CH:20]1[CH2:21][CH2:22][N:23]([CH2:26][CH2:27][n:28]3[c:29](=[O:44])[cH:30][c:31]([C:40](=[O:41])[NH:42][CH3:43])[c:32]4[cH:33][cH:34][c:35]([O:38][CH3:39])[cH:36][c:37]34)[CH2:24][CH2:25]1)[cH:10]2.[OH:45][C:46]([C:47]([F:48])([F:49])[F:50])=[O:51]>>[O:1]1[CH2:2][CH2:3][O:4][c:5]2[c:6]1[cH:7][cH:8][c:9]([CH2:11][NH:12][CH:20]1[CH2:21][CH2:22][N:23]([CH2:26][CH2:27][n:28]3[c:29](=[O:44])[cH:30][c:31]([C:40](=[O:41])[NH:42][CH3:43])[c:32]4[cH:33][cH:34][c:35]([O:38][CH3:39])[cH:36][c:37]34)[CH2:24][CH2:25]1)[cH:10]2. Starting materials: O=C(O)CCOc1ccc(C(=O)O)cc1, O=S(=O)(O)O. Yields the product O=C(O)c1ccc2c(c1)C(=O)CCO2. As a reaction SMILES: [C:1](=[O:2])([OH:3])[c:4]1[cH:5][cH:6][c:7]([O:8][CH2:9][CH2:10][C:11](=[O:12])[OH:13])[cH:14][cH:15]1.[S:16](=[O:17])(=[O:18])([OH:19])[OH:20]>>[C:1](=[O:2])([OH:3])[c:4]1[cH:5][c:6]2[c:7]([cH:14][cH:15]1)[O:8][CH2:9][CH2:10][C:11]2=[O:13].